From a dataset of the Open Reaction Database (ORD), a public repository of structured organic reaction records. describe an organic reaction: reactants, conditions, products, and yield Starting materials: [C-]#N, [C-]#N, CN(C)C=O, CC(C)N1CCC(C(=O)Nc2ccc(I)cc2C(=O)Nc2ccc(Cl)cn2)CC1, [Zn+2], c1ccc(P(c2ccccc2)(c2ccccc2)[Pd](P(c2ccccc2)(c2ccccc2)c2ccccc2)(P(c2ccccc2)(c2ccccc2)c2ccccc2)P(c2ccccc2)(c2ccccc2)c2ccccc2)cc1. The product is CC(C)N1CCC(C(=O)Nc2ccc(C#N)cc2C(=O)Nc2ccc(Cl)cn2)CC1. Reaction SMILES: [C-:35]#[N:36].[C-:38]#[N:39].[CH3:30][N:31]([CH3:32])[CH:33]=[O:34].[Cl:1][c:2]1[cH:3][cH:4][c:5]([NH:8][C:9]([c:10]2[c:11]([NH:17][C:18](=[O:19])[CH:20]3[CH2:21][CH2:22][N:23]([CH:26]([CH3:27])[CH3:28])[CH2:24][CH2:25]3)[cH:12][cH:13][c:14]([I:16])[cH:15]2)=[O:29])[n:6][cH:7]1.[Zn+2:37].[cH:40]1[cH:41][cH:42][c:43]([P:44]([Pd:45]([P:46]([c:47]2[cH:48][cH:49][cH:50][cH:51][cH:52]2)([c:53]2[cH:54][cH:55][cH:56][cH:57][cH:58]2)[c:59]2[cH:60][cH:61][cH:62][cH:63][cH:64]2)([P:65]([c:66]2[cH:67][cH:68][cH:69][cH:70][cH:71]2)([c:72]2[cH:73][cH:74][cH:75][cH:76][cH:77]2)[c:78]2[cH:79][cH:80][cH:81][cH:82][cH:83]2)[P:84]([c:85]2[cH:86][cH:87][cH:88][cH:89][cH:90]2)([c:91]2[cH:92][cH:93][cH:94][cH:95][cH:96]2)[c:97]2[cH:98][cH:99][cH:100][cH:101][cH:102]2)([c:103]2[cH:104][cH:105][cH:106][cH:107][cH:108]2)[c:109]2[cH:110][cH:111][cH:112][cH:113][cH:114]2)[cH:115][cH:116]1>>[Cl:1][c:2]1[cH:3][cH:4][c:5]([NH:8][C:9]([c:10]2[c:11]([NH:17][C:18](=[O:19])[CH:20]3[CH2:21][CH2:22][N:23]([CH:26]([CH3:27])[CH3:28])[CH2:24][CH2:25]3)[cH:12][cH:13][c:14]([C:30]#[N:31])[cH:15]2)=[O:29])[n:6][cH:7]1. Run at time 5.5 hour. Procedure details: 3.5 ml (7.0 mmol) of a 2 M solution of hydrochloric acid in diethyl ether were added to 396 mg of rac-tert-butyl {2-(4-chlorophenyl)-2-[({8-[(2,6-difluorobenzyl)oxy]-2-methylimidazo[1,2-a]-pyridin-3-yl}carbonyl)amino]ethyl}carbamate (Example 78A, 0.69 mmol), and the mixture was stirred at RT for 5.5 h. The resulting precipitate was filtered off, washed with diethyl ether and dried under high vacuum. This gave 341 mg of the title compound (90% of theory). The reactants are solution, Cl (hydrochloric acid), ClC1=CC=C(C=C1)C(CNC(OC(C)(C)C)=O)NC(=O)C1=C(N=C2N1C=CC=C2OCC2=C(C=CC=C2F)F)C (rac-tert-butyl {2-(4-chlorophenyl)-2-[({8-[(2,6-difluorobenzyl)oxy]-2-methylimidazo[1,2-a]-pyridin-3-yl}carbonyl)amino]ethyl}carbamate). Solvent: C(C)OCC (diethyl ether). As a reaction SMILES: [ClH:1].[Cl:2][C:3]1[CH:8]=[CH:7][C:6]([CH:9]([NH:19][C:20]([C:22]2[N:26]3[CH:27]=[CH:28][CH:29]=[C:30]([O:31][CH2:32][C:33]4[C:38]([F:39])=[CH:37][CH:36]=[CH:35][C:34]=4[F:40])[C:25]3=[N:24][C:23]=2[CH3:41])=[O:21])[CH2:10][NH:11]C(=O)OC(C)(C)C)=[CH:5][CH:4]=1>C(OCC)C>[ClH:2].[ClH:1].[NH2:11][CH2:10][CH:9]([NH:19][C:20]([C:22]1[N:26]2[CH:27]=[CH:28][CH:29]=[C:30]([O:31][CH2:32][C:33]3[C:38]([F:39])=[CH:37][CH:36]=[CH:35][C:34]=3[F:40])[C:25]2=[N:24][C:23]=1[CH3:41])=[O:21])[C:6]1[CH:5]=[CH:4][C:3]([Cl:2])=[CH:8][CH:7]=1 |f:3.4.5|. The product is Cl.Cl.NCC(C1=CC=C(C=C1)Cl)NC(=O)C1=C(N=C2N1C=CC=C2OCC2=C(C=CC=C2F)F)C (rac-N-[2-Amino-1-(4-chlorophenyl)ethyl]-8-[(2,6-difluorobenzyl)oxy]-2-methylimidazo[1,2-a]-pyridine-3-carboxamide dihydrochloride). Starting materials: ClC1=C(C=CC=C1)C(C(=O)N)(CCN1CCCCC1)CCNC(C)C (α-(2-chlorophenyl)-α-[2-[(1-methylethyl)amino]ethyl]-1-piperidinebutanamide), C(C)(=O)OC(C)=O (acetic anhydride). Yields the product C(C)(=O)N(CCC(C(=O)N)(CCN1CCCCC1)C1=C(C=CC=C1)Cl)C(C)C (α-[2-[acetyl(1-methylethyl)amino]ethyl]-α-(2-chlorophenyl)-1-piperidinebutanamide). Reaction SMILES: [Cl:1][C:2]1[CH:7]=[CH:6][CH:5]=[CH:4][C:3]=1[C:8]([CH2:20][CH2:21][NH:22][CH:23]([CH3:25])[CH3:24])([CH2:12][CH2:13][N:14]1[CH2:19][CH2:18][CH2:17][CH2:16][CH2:15]1)[C:9]([NH2:11])=[O:10].[C:26](OC(=O)C)(=[O:28])[CH3:27]>>[C:26]([N:22]([CH:23]([CH3:25])[CH3:24])[CH2:21][CH2:20][C:8]([C:3]1[CH:4]=[CH:5][CH:6]=[CH:7][C:2]=1[Cl:1])([CH2:12][CH2:13][N:14]1[CH2:19][CH2:18][CH2:17][CH2:16][CH2:15]1)[C:9]([NH2:11])=[O:10])(=[O:28])[CH3:27]. Reported procedure: acetylating α-(2-chlorophenyl)-α-[2-[(1-methylethyl)amino]ethyl]-1-piperidinebutanamide in the presence of acetic anhydride to give α-[2-[acetyl(1-methylethyl)amino]ethyl]-α-(2-chlorophenyl)-1-piperidinebutanamide. The reactants are C(=O)(O)C1(CCCC1)O\N=C(/C(=O)OC)\C=1OC=CC1 (methyl Z-2-(carboxycyclopent-1-yloxyimino)-2-(fur-2-yl)acetate), CON (methoxyamine), 7(c), C(Br)(Br)Br (CHBr3). Run in CS(=O)C (DMSO). The product is CONC(=O)C1(CCCC1)ON=C(C(=O)OC)C=1OC=CC1 (Methyl 2-(methoxycarbamoylcyclopent-1-yloxyimino)2-(fur-2-yl)acetate). The yield is 75.0%. As a reaction SMILES: [C:1]([C:4]1([O:9]/[N:10]=[C:11](/[C:16]2[O:17][CH:18]=[CH:19][CH:20]=2)\[C:12]([O:14][CH3:15])=[O:13])[CH2:8][CH2:7][CH2:6][CH2:5]1)([OH:3])=O.[CH3:21][O:22][NH2:23].C(Br)(Br)Br>CS(C)=O>[CH3:21][O:22][NH:23][C:1]([C:4]1([O:9][N:10]=[C:11]([C:16]2[O:17][CH:18]=[CH:19][CH:20]=2)[C:12]([O:14][CH3:15])=[O:13])[CH2:8][CH2:7][CH2:6][CH2:5]1)=[O:3]. Procedure details: This compound was prepared from methyl Z-2-(carboxycyclopent-1-yloxyimino)-2-(fur-2-yl)acetate and methoxyamine as described in Preparation 7(c) νmax (CHBr3) 3400, 3350 (--NH--), 1740 (--CO2R), 1686 cm-1 (--CONH--), τ(DMSO d6), 6.4 (--OMe), --0.88 (--CONHO), 7.7-8.7 (cylopentyl), 2.1, 3.1, 3.3 (furyl), 6.1 (--CO2Me). Yield 75%